Dataset: the Open Reaction Database (ORD), a public repository of structured organic reaction records. Task: describe an organic reaction: reactants, conditions, products, and yield The reactants are CC=1N=C(N=NC1C1=CC=CC=C1)NNC(=O)NC (5-Methyl-3-(4-methylsemicarbazido)-6-phenyl-1,2,4-triazine), [BH4-].[Na+] (sodium borohydride). Solvent: CO (methanol). The product is CC1N=C(NN=C1C1=CC=CC=C1)NNC(=O)NC (5-methyl-3-(4-methylsemicarbazido)-6-phenyl-2,5-dihydro-1,2,4-triazine). Yield: 64.8%. Reaction SMILES: [CH3:1][C:2]1[N:3]=[C:4]([NH:14][NH:15][C:16]([NH:18][CH3:19])=[O:17])[N:5]=[N:6][C:7]=1[C:8]1[CH:13]=[CH:12][CH:11]=[CH:10][CH:9]=1.[BH4-].[Na+]>CO>[CH3:1][CH:2]1[C:7]([C:8]2[CH:13]=[CH:12][CH:11]=[CH:10][CH:9]=2)=[N:6][NH:5][C:4]([NH:14][NH:15][C:16]([NH:18][CH3:19])=[O:17])=[N:3]1 |f:1.2|. Procedure details: 5-Methyl-3-(4-methylsemicarbazido)-6-phenyl-1,2,4-triazine (3.8 g) was reacted with sodium borohydride (1.5 g) in methanol. The precipitates in the reaction mixture were collected by filtration, washed with water and with methanol, and then dissolved in dimethyl sulfoxide. To the solution was added water. The resultant precipitates were collected by filtration, washed with water and ethanol, and then dried to give pale yellow powder of 5-methyl-3-(4-methylsemicarbazido)-6-phenyl-2,5-dihydro-1,2,... Starting materials: solid, FC=1C(=CC=2C=C3N(C2C1C1=CC=C(C=C1)OC)CCNC3=O)F (7,8-Difluoro-6-(4-methoxy-phenyl)-3,4-dihydro-2H-pyrazino[1,2-a]indol-1-one), FC=1C(=CC=2C=C3N(C2C1C1=CC=C(C=C1)OC)CCNC3=O)F (7,8-Difluoro-6-(4-methoxy-phenyl)-3,4-dihydro-2H-pyrazino[1,2-a]indol-1-one), COC1=CC=C(C=C1)B(O)O (4-methoxy-phenylboronic acid). Yields the product FC=1C(=CC=2C=C3N(C2C1C1=CC=C(C=C1)OC)CCCNC3=O)F (8,9-Difluoro-7-(4-methoxy-phenyl)-2,3,4,5-tetrahydro-[1,4]diazepino[1,2-a]indol-1-one). As a reaction SMILES: [F:1][C:2]1[C:3]([F:24])=[CH:4][C:5]2[CH:6]=[C:7]3[C:22](=[O:23])[NH:21][CH2:20][CH2:19][N:8]3[C:9]=2[C:10]=1[C:11]1[CH:16]=[CH:15][C:14]([O:17][CH3:18])=[CH:13][CH:12]=1.[CH3:25]OC1C=CC(B(O)O)=CC=1>>[F:1][C:2]1[C:3]([F:24])=[CH:4][C:5]2[CH:6]=[C:7]3[C:22](=[O:23])[NH:21][CH2:20][CH2:19][CH2:25][N:8]3[C:9]=2[C:10]=1[C:11]1[CH:12]=[CH:13][C:14]([O:17][CH3:18])=[CH:15][CH:16]=1. Procedure: The title compound, light yellow solid (46 mg, 54%), MS (ISP) m/z=343.2 [(M+H)+], mp 182.5° C., was prepared in accordance with the general method of example 1 from 7-bromo-8,9-difluoro-2,3,4,5-tetrahydro-[1,4]diazepino[1,2-a]indol-1-one (intermediate 7) (78.8 mg, 0.25 mmol) and commercially available 4-methoxy-phenylboronic acid (49.4 mg, 0.325 mmol). Starting materials: C(=O)(O)[O-].[Na+].[O-]S(=O)(=S)[O-].[Na+].[Na+] (NaHCO3 Na2S2O3), FC1=C(C=CC(=C1)F)NC(=O)NC1=CC(=C(C=C1)OC)C=1NN=CC1 (1-(2,4-Difluoro-phenyl)-3-[4-methoxy-3-(2H-pyrazol-3-yl)-phenyl]-urea), ice water, BrN1C(CCC1=O)=O (N-bromosuccinimide). Run in CN(C)C=O (DMF). Reaction conditions: time 2 hour. Yields the product BrC1=C(NN=C1)C=1C=C(C=CC1OC)NC(=O)NC1=C(C=C(C=C1)F)F (1-[3-(4-Bromo-2H-pyrazol-3-yl)-4-methoxy-phenyl]-3-(2,4-difluoro-phenyl)-urea). Isolated yield 92.3%. Reaction SMILES: [F:1][C:2]1[CH:7]=[C:6]([F:8])[CH:5]=[CH:4][C:3]=1[NH:9][C:10]([NH:12][C:13]1[CH:18]=[CH:17][C:16]([O:19][CH3:20])=[C:15]([C:21]2[NH:22][N:23]=[CH:24][CH:25]=2)[CH:14]=1)=[O:11].[Br:26]N1C(=O)CCC1=O.C([O-])(O)=O.[Na+].[O-]S([O-])(=S)=O.[Na+].[Na+]>CN(C=O)C>[Br:26][C:25]1[CH:24]=[N:23][NH:22][C:21]=1[C:15]1[CH:14]=[C:13]([NH:12][C:10]([NH:9][C:3]2[CH:4]=[CH:5][C:6]([F:8])=[CH:7][C:2]=2[F:1])=[O:11])[CH:18]=[CH:17][C:16]=1[O:19][CH3:20] |f:2.3.4.5.6|. Reported procedure: To a cooled and stirred solution of 1-(2,4-Difluoro-phenyl)-3-[4-methoxy-3-(2H-pyrazol-3-yl)-phenyl]-urea (0.6 g, 1.74 mmole) in DMF (15 mL) was added N-bromosuccinimide (0.37 g, 2.09 mmole) over a period of 15 minutes. The reaction mixture was warmed slowly to ambient temperature and stirred for another 2 hrs. The reaction mixture was poured into well-stirred ice water containing NaHCO3/Na2S2O3. The resulting solid was filtered and washed with ice water (50 mL). The solid was dried in vacuo to ... Starting materials: ClC1=CC2=C(OC3=C(C(C2)N2CCNCC2)C=CC=C3)C=C1 (1-[2-chloro-10,11-dihydro-dibenz[b,f]oxepin-10-yl]-piperazine), Cl (hydrochloride), ClCC#CCO (4-chloro-2-butyn-1-ol), C([O-])([O-])=O.[Na+].[Na+] (sodium carbonate), [I-].[Na+] (sodium iodide), Cl (hydrogen chloride). The solvent is C(C)O (ethanol), C(C)O (ethanol), C(C)O (ethanol). Reaction conditions: time 16 hour. Yields the product Cl.ClC1=CC2=C(OC3=C(C(C2)N2CCN(CC2)CC#CCO)C=CC=C3)C=C1 (4-{4-[2-chloro-10,11-dihydro-dibenz[b,f]oxepin-10-yl]-1-piperazinyl}-2-butyn-1-ol hydrochloride). RXN SMILES: [Cl:1][C:2]1[CH:22]=[CH:21][C:5]2[O:6][C:7]3[CH:20]=[CH:19][CH:18]=[CH:17][C:8]=3[CH:9]([N:11]3[CH2:16][CH2:15][NH:14][CH2:13][CH2:12]3)[CH2:10][C:4]=2[CH:3]=1.C(=O)([O-])[O-].[Na+].[Na+].[I-].[Na+].Cl[CH2:32][C:33]#[C:34][CH2:35][OH:36].Cl>C(O)C>[ClH:1].[Cl:1][C:2]1[CH:22]=[CH:21][C:5]2[O:6][C:7]3[CH:20]=[CH:19][CH:18]=[CH:17][C:8]=3[CH:9]([N:11]3[CH2:12][CH2:13][N:14]([CH2:32][C:33]#[C:34][CH2:35][OH:36])[CH2:15][CH2:16]3)[CH2:10][C:4]=2[CH:3]=1 |f:1.2.3,4.5,9.10|. Procedure details: 6 G. of 1-[2-chloro-10,11-dihydro-dibenz[b,f]oxepin-10-yl]-piperazine are dissolved in 65 ml. of ethanol. Subsequently, there are added successively 2.7 g. of sodium carbonate, 0.27 g. of sodium iodide. Then, a solution of 2.4 g. of 4-chloro-2-butyn-1-ol in 15 ml. of ethanol is added dropwise. The mixture is stirred for 16 hours at room temperature and thereafter for 3.5 hours at 40° C. The ethanol is then evaporated under reduced pressure and the residue partitioned between water and chloroform... Reactants: C([O-])([O-])=O.[K+].[K+] (potassium carbonate), C(\C=C(/C)\CCC=C(C)C)Br (geranyl bromide), C=1C(=CC(=C(C1I)O)I)I (triiodophenol), O (water). The solvent is CN(C=O)C (dimethyl formamide). Run at temperature 50 celsius. Product: IC1=C(OC\C=C(\CCC=C(C)C)/C)C(=CC(=C1)I)I ((E)-1-(2,4,6-Triiodophenoxy)-3,7-dimethyl-2,6-octadiene). The yield is 87.0%. As a reaction SMILES: [CH:1]1[C:2]([I:10])=[CH:3][C:4]([I:9])=[C:5]([OH:8])[C:6]=1[I:7].C(=O)([O-])[O-].[K+].[K+].[CH2:17](Br)/[CH:18]=[C:19](/[CH2:21][CH2:22][CH:23]=[C:24]([CH3:26])[CH3:25])\[CH3:20].O>CN(C)C=O>[I:7][C:6]1[CH:1]=[C:2]([I:10])[CH:3]=[C:4]([I:9])[C:5]=1[O:8][CH2:17]/[CH:18]=[C:19](\[CH3:20])/[CH2:21][CH2:22][CH:23]=[C:24]([CH3:26])[CH3:25] |f:1.2.3|. Reported procedure: A mixture of triiodophenol (10.0 g, 21.2 mmol), milled potassium carbonate (3.1 g, 22.5 mmol, 1.06 eq) and geranyl bromide (4.0 ml, 20.2 mmol) in dimethyl formamide (25 ml) was heated to 50° C. for 2 hrs and cooled. The mixture was poured into 300 ml of water and extracted with ethyl acetate. The ethyl acetate extract was filtered through a short pad of silica gel, then alumina, eluting with ethyl acetate-hexanes (1:1). The eluent was concentrated under high vacuum to give the product in 87% yie... The reactants are [Al+3], [BH4-], C1CCOC1, [Cl-], [Cl-], [Cl-], CCOC(=O)c1cc2cc(C(=O)c3ccc(Cl)cc3)sc2[nH]1, [Na+]. Product: CCOC(=O)c1cc2cc(Cc3ccc(Cl)cc3)sc2[nH]1. Reaction SMILES: [Al+3:24].[BH4-:27].[CH2:29]1[O:30][CH2:31][CH2:32][CH2:33]1.[Cl-:23].[Cl-:25].[Cl-:26].[Cl:1][c:2]1[cH:3][cH:4][c:5]([C:6](=[O:7])[c:8]2[cH:9][c:10]3[c:11]([nH:12][c:13]([C:15](=[O:16])[O:17][CH2:18][CH3:19])[cH:14]3)[s:20]2)[cH:21][cH:22]1.[Na+:28]>>[Cl:1][c:2]1[cH:3][cH:4][c:5]([CH2:6][c:8]2[cH:9][c:10]3[c:11]([nH:12][c:13]([C:15](=[O:16])[O:17][CH2:18][CH3:19])[cH:14]3)[s:20]2)[cH:21][cH:22]1.